This data is from the Open Reaction Database (ORD), a public repository of structured organic reaction records. The task is: describe an organic reaction: reactants, conditions, products, and yield Starting materials: O1CC(CC1)=NNC(=O)OC(C)(C)C (t-butyl 2-[dihydrofuran-3(2H)-ylidene]hydrazinecarboxylate), [OH-].[Na+] (sodium hydroxide), C(C)(=O)O (Acetic acid), C(#N)[BH3-].[Na+] (Sodium cyanoborohydride). The solvent is O (water). Reaction conditions: time 1 hour. The product is O1CC(CC1)NNC(=O)OC(C)(C)C ((±)-t-butyl 2-(tetrahydrofuran-3-yl)hydrazinecarboxylate). The yield is 87.8%. Reaction SMILES: [O:1]1[CH2:5][CH2:4][C:3](=[N:6][NH:7][C:8]([O:10][C:11]([CH3:14])([CH3:13])[CH3:12])=[O:9])[CH2:2]1.C(O)(=O)C.C([BH3-])#N.[Na+].[OH-].[Na+]>O>[O:1]1[CH2:5][CH2:4][CH:3]([NH:6][NH:7][C:8]([O:10][C:11]([CH3:14])([CH3:13])[CH3:12])=[O:9])[CH2:2]1 |f:2.3,4.5|. Procedure: t-butyl 2-[dihydrofuran-3(2H)-ylidene]hydrazinecarboxylate (17.26 g) was suspended in water (130 mL). Acetic acid (57.2 mL) was added to the suspension at room temperature. The mixture was stirred at room temperature for one hour. Sodium cyanoborohydride (5.36 g) was added to the solution in small portions. The mixed solution was stirred at room temperature for two hours. The reaction mixture was cooled to 0° C. The reaction mixture was neutralized by adding a 5 N aqueous sodium hydroxide soluti... Reactants: Cl.Cl.N1CC(CCC1)NC(=O)NC=1N=C2C(=NC1)N(C=C2)COCC[Si](C)(C)C (1-piperidin-3-yl-3-[5-(2-trimethylsilanyl-ethoxymethyl)-5H-pyrrolo[2,3-b]pyrazin-2-yl]-urea dihydrochloride), FC(S(=O)(=O)Cl)(F)F (trifluoromethane sulfonyl chloride). The product is FC(S(=O)(=O)N1CC(CCC1)NC(=O)NC=1N=C2C(=NC1)N(C=C2)COCC[Si](C)(C)C)(F)F (1-(1-Trifluoromethanesulfonyl-piperidin-3-yl)-3-[5-(2-trimethylsilanyl-ethoxymethyl)-5H-pyrrolo[2,3-b]pyrazin-2-yl]-urea). As a reaction SMILES: Cl.Cl.[NH:3]1[CH2:8][CH2:7][CH2:6][CH:5]([NH:9][C:10]([NH:12][C:13]2[N:14]=[C:15]3[CH:21]=[CH:20][N:19]([CH2:22][O:23][CH2:24][CH2:25][Si:26]([CH3:29])([CH3:28])[CH3:27])[C:16]3=[N:17][CH:18]=2)=[O:11])[CH2:4]1.[F:30][C:31]([F:37])([F:36])[S:32](Cl)(=[O:34])=[O:33]>>[F:30][C:31]([F:37])([F:36])[S:32]([N:3]1[CH2:8][CH2:7][CH2:6][CH:5]([NH:9][C:10]([NH:12][C:13]2[N:14]=[C:15]3[CH:21]=[CH:20][N:19]([CH2:22][O:23][CH2:24][CH2:25][Si:26]([CH3:29])([CH3:28])[CH3:27])[C:16]3=[N:17][CH:18]=2)=[O:11])[CH2:4]1)(=[O:34])=[O:33] |f:0.1.2|. Procedure details: 1-(1-Trifluoromethanesulfonyl-piperidin-3-yl)-3-[5-(2-trimethylsilanyl-ethoxymethyl)-5H-pyrrolo[2,3-b]pyrazin-2-yl]-urea was prepared in the same manner from 1-piperidin-3-yl-3-[5-(2-trimethylsilanyl-ethoxymethyl)-5H-pyrrolo[2,3-b]pyrazin-2-yl]-urea dihydrochloride and trifluoromethane sulfonyl chloride. Reactants: [Al+3], O=C(Cl)c1ccccc1, ClCCl, Cn1cccc1CC#N, [Cl-], [Cl-], [Cl-], Cl. The product is Cn1c(CC#N)ccc1C(=O)c1ccccc1. RXN SMILES: [Al+3:2].[C:5]([c:6]1[cH:7][cH:8][cH:9][cH:10][cH:11]1)(=[O:12])[Cl:13].[CH2:24]([Cl:25])[Cl:26].[CH3:14][n:15]1[c:16]([CH2:20][C:21]#[N:22])[cH:17][cH:18][cH:19]1.[Cl-:1].[Cl-:3].[Cl-:4].[ClH:23]>>[C:5]([c:6]1[cH:7][cH:8][cH:9][cH:10][cH:11]1)(=[O:12])[c:19]1[n:15]([CH3:14])[c:16]([CH2:20][C:21]#[N:22])[cH:17][cH:18]1. Reactants: COC=1C=C(C=C(C1)OC)N1CC(N(CC1)CC1=CC=CC=C1)CN (4-(3,5-dimethoxyphenyl)-1-(phenylmethyl)-2-piperazinemethanamine), C(C)S(=O)(=O)NC1=CC=C(C=C1)S(=O)(=O)Cl (4-[(ethylsulfonyl)amino]benzenesulfonyl chloride). Product: COC=1C=C(C=C(C1)OC)N1CC(N(CC1)CC1=CC=CC=C1)CNS(=O)(=O)C1=CC=C(C=C1)NS(=O)(=O)CC (N-[[4-(3,5-Dimethoxyphenyl)-1-(phenylmethyl)piperazin-2-yl]methyl]-4-[(ethylsulfonyl)amino]benzenesulfonamide). As a reaction SMILES: [CH3:1][O:2][C:3]1[CH:4]=[C:5]([N:11]2[CH2:16][CH2:15][N:14]([CH2:17][C:18]3[CH:23]=[CH:22][CH:21]=[CH:20][CH:19]=3)[CH:13]([CH2:24][NH2:25])[CH2:12]2)[CH:6]=[C:7]([O:9][CH3:10])[CH:8]=1.[CH2:26]([S:28]([NH:31][C:32]1[CH:37]=[CH:36][C:35]([S:38](Cl)(=[O:40])=[O:39])=[CH:34][CH:33]=1)(=[O:30])=[O:29])[CH3:27]>>[CH3:10][O:9][C:7]1[CH:6]=[C:5]([N:11]2[CH2:16][CH2:15][N:14]([CH2:17][C:18]3[CH:23]=[CH:22][CH:21]=[CH:20][CH:19]=3)[CH:13]([CH2:24][NH:25][S:38]([C:35]3[CH:34]=[CH:33][C:32]([NH:31][S:28]([CH2:26][CH3:27])(=[O:30])=[O:29])=[CH:37][CH:36]=3)(=[O:40])=[O:39])[CH2:12]2)[CH:4]=[C:3]([O:2][CH3:1])[CH:8]=1. Reported procedure: In a manner similar to Preparation 3, react 4-(3,5-dimethoxyphenyl)-1-(phenylmethyl)-2-piperazinemethanamine with 4-[(ethylsulfonyl)amino]benzenesulfonyl chloride to obtain the title compound.